This data is from the Open Reaction Database (ORD), a public repository of structured organic reaction records. The task is: describe an organic reaction: reactants, conditions, products, and yield Starting materials: CC(=O)OC(C)=O, O=C1Cc2ccccc2N1, O. Product: CC(=O)N1C(=O)Cc2ccccc21. RXN SMILES: [CH3:11][C:12](=[O:13])[O:14][C:15](=[O:16])[CH3:17].[NH:1]1[C:2](=[O:10])[CH2:3][c:4]2[cH:5][cH:6][cH:7][cH:8][c:9]21.[OH2:18]>>[N:1]1([C:12]([CH3:11])=[O:13])[C:2](=[O:10])[CH2:3][c:4]2[cH:5][cH:6][cH:7][cH:8][c:9]21.